This data is from the Open Reaction Database (ORD), a public repository of structured organic reaction records. The task is: describe an organic reaction: reactants, conditions, products, and yield The reactants are [H][H] (hydrogen), C1(=CC=CC2=CC=CC=C12)C(C#N)CCCCC(F)F (2-(naphth-1-yl)-7,7-difluoroheptanenitrile), N (ammonia). Reagents/catalysts: [Ni] (Raney nickel). Solvent: CO (methanol). The product is C1(=CC=CC2=CC=CC=C12)C(CN)CCCCC(F)F (2-(Naphth-1-yl)-7,7-difluoroheptanamine). Isolated yield 76.6%. RXN SMILES: [C:1]1([CH:11]([CH2:14][CH2:15][CH2:16][CH2:17][CH:18]([F:20])[F:19])[C:12]#[N:13])[C:10]2[C:5](=[CH:6][CH:7]=[CH:8][CH:9]=2)[CH:4]=[CH:3][CH:2]=1.N.[H][H]>[Ni].CO>[C:1]1([CH:11]([CH2:14][CH2:15][CH2:16][CH2:17][CH:18]([F:19])[F:20])[CH2:12][NH2:13])[C:10]2[C:5](=[CH:6][CH:7]=[CH:8][CH:9]=2)[CH:4]=[CH:3][CH:2]=1. Procedure details: A mixture of 2-(naphth-1-yl)-7,7-difluoroheptanenitrile (413 mg, 1.51 mmol), Raney nickel (413 mg) and ammonia (0.9 g) in methanol (20 ml) was hydrogenated under 340 kPa (50 psi) hydrogen overnight at room temperature. The mixture was filtered and the filtrate was concentrated in vacuo. The residue was partitioned between ethyl acetate (50 ml) and water (40 ml) and the ethyl acetate extract was washed with brine (30 ml), dried (sodium sulfate) and concentrated in vacuo. The residue (400 mg) was ... Reactants: CC(CO)Nc1ccc(F)c(F)c1F, CN(C)C=O. The product is CC1COc2c(ccc(F)c2F)N1. RXN SMILES: [F:1][c:2]1[c:3]([NH:4][CH:5]([CH2:6][OH:7])[CH3:8])[cH:9][cH:10][c:11]([F:14])[c:12]1[F:13].[O:15]=[CH:16][N:17]([CH3:18])[CH3:19]>>[c:2]12[c:3]([cH:9][cH:10][c:11]([F:14])[c:12]1[F:13])[NH:4][CH:5]([CH3:8])[CH2:6][O:7]2. Starting materials: C1(=CC=CC=C1)C1=NOC(=C1)CCC=O (3-(3-phenylisoxazol-5-yl)propanal), C1(=CC=CC=C1)N1CCNCC1 (1-phenylpiperazine), [BH-](OC(=O)C)(OC(=O)C)OC(=O)C.[Na+] (NaBH(OAc)3). Run in C(Cl)Cl (methylene chloride). Yields the product C1(=CC=CC=C1)C1=NOC(=C1)CCCN1CCN(CC1)C1=CC=CC=C1 (3-Phenyl-5-[3-(4-phenylpiperazinyl)propyl]isoxazole). The yield is 67.3%. Reaction SMILES: [C:1]1([C:7]2[CH:11]=[C:10]([CH2:12][CH2:13][CH:14]=O)[O:9][N:8]=2)[CH:6]=[CH:5][CH:4]=[CH:3][CH:2]=1.[C:16]1([N:22]2[CH2:27][CH2:26][NH:25][CH2:24][CH2:23]2)[CH:21]=[CH:20][CH:19]=[CH:18][CH:17]=1.[BH-](OC(C)=O)(OC(C)=O)OC(C)=O.[Na+]>C(Cl)Cl>[C:1]1([C:7]2[CH:11]=[C:10]([CH2:12][CH2:13][CH2:14][N:25]3[CH2:26][CH2:27][N:22]([C:16]4[CH:21]=[CH:20][CH:19]=[CH:18][CH:17]=4)[CH2:23][CH2:24]3)[O:9][N:8]=2)[CH:6]=[CH:5][CH:4]=[CH:3][CH:2]=1 |f:2.3|. Procedure: About 2 min after dissolving 3-(3-phenylisoxazol-5-yl)propanal (10 mg, 0.05 mmol) and 1-phenylpiperazine (7.6, 0.05 mmol) in 2 mL of dry methylene chloride, were added NaBH(OAc)3 (32 mg, 0. 15 mmol) and molecular sieves (5 beads). The reaction mixture was reacted for 16 hr and followed the same processes as in Example 1 to obtain 11.7 mg (67.3%) of the target compound. The reactants are NC1=C(C(=NN1)C)C=1SC2=C(N1)C=CC(=C2)S(=O)(=O)Cl (2-(5-amino-3-methyl-1H-pyrazol-4-yl)-benzothiazole-6-sulfonyl chloride), NCC1=CC=C(C=C1)N (4-aminomethylphenylamine), CN1CCOCC1 (NMM). The solvent is CO (methanol). Yields the product NC1=CC=C(CNS(=O)(=O)C2=CC3=C(N=C(S3)C=3C(=NNC3N)C)C=C2)C=C1 (2-(5-Amino-3-methyl-1H-pyrazol-4-yl)-benzothiazole-6-sulfonic acid 4-aminobenzylamide). Yield: 12.1%. As a reaction SMILES: [NH2:1][C:2]1[NH:6][N:5]=[C:4]([CH3:7])[C:3]=1[C:8]1[S:9][C:10]2[CH:16]=[C:15]([S:17](Cl)(=[O:19])=[O:18])[CH:14]=[CH:13][C:11]=2[N:12]=1.[NH2:21][CH2:22][C:23]1[CH:28]=[CH:27][C:26]([NH2:29])=[CH:25][CH:24]=1.CN1CCOCC1>CO>[NH2:29][C:26]1[CH:27]=[CH:28][C:23]([CH2:22][NH:21][S:17]([C:15]2[CH:14]=[CH:13][C:11]3[N:12]=[C:8]([C:3]4[C:4]([CH3:7])=[N:5][NH:6][C:2]=4[NH2:1])[S:9][C:10]=3[CH:16]=2)(=[O:19])=[O:18])=[CH:24][CH:25]=1. Reported procedure: the title compound (15 mg) was prepared from crude 2-(5-amino-3-methyl-1H-pyrazol-4-yl)-benzothiazole-6-sulfonyl chloride (100 mg, 0.30 mmol), 4-aminomethylphenylamine (69 μL, 0.60 mmol) and PS-NMM (0.320 g, 0.60 mmol) in 5 mL of methanol. MS (m/z, ES+): 415.4 (M+1, 100%). Yield=12%. Starting materials: B, C1CCOC1, Cc1cccc(CCC(=O)O)c1F. The product is Cc1cccc(CCCO)c1F. Reaction SMILES: [BH3:14].[CH2:15]1[O:16][CH2:17][CH2:18][CH2:19]1.[F:1][c:2]1[c:3]([CH2:9][CH2:10][C:11](=[O:12])[OH:13])[cH:4][cH:5][cH:6][c:7]1[CH3:8]>>[F:1][c:2]1[c:3]([CH2:9][CH2:10][CH2:11][OH:12])[cH:4][cH:5][cH:6][c:7]1[CH3:8]. Starting materials: FC1=C(C=C(C=2OCCOC21)F)COC2OCCCC2 (5,8-difluoro-6-[(tetrahydro-2H-pyran-2-yloxy)methyl]-2,3-dihydro-1,4-benzodioxine), P(Br)(Br)Br (phosphorous tribromide). Run in C1(=CC=CC=C1)C (toluene). Reaction conditions: time 15 hour. Yields the product BrCC1=C(C2=C(OCCO2)C(=C1)F)F (6-(bromomethyl)-5,8-difluoro-2,3-dihydro-1,4-benzodioxine). Yield: 160.0%. RXN SMILES: [F:1][C:2]1[C:11]2[O:10][CH2:9][CH2:8][O:7][C:6]=2[C:5]([F:12])=[CH:4][C:3]=1[CH2:13]OC1CCCCO1.P(Br)(Br)[Br:22]>C1(C)C=CC=CC=1>[Br:22][CH2:13][C:3]1[CH:4]=[C:5]([F:12])[C:6]2[O:7][CH2:8][CH2:9][O:10][C:11]=2[C:2]=1[F:1]. Procedure details: To a solution of 5,8-difluoro-6-[(tetrahydro-2H-pyran-2-yloxy)methyl]-2,3-dihydro-1,4-benzodioxine (785 mg, 2.74 mmol) in toluene (5 mL) was added phosphorous tribromide (155 μl, 1.65 mmol) and the solution was stirred at room temperature for 15 hrs. The solution was concentrated in-vacuo, and the residue was partitioned between water and ethyl acetate. The aqueous layer was extracted with ethyl acetate. The combined organic portion was washed with brine, dried over sodium sulfate, filtered and ...